This data is from the Open Reaction Database (ORD), a public repository of structured organic reaction records. The task is: describe an organic reaction: reactants, conditions, products, and yield Reactants: ClC=1N=NC(=CC1C1CCC1)NN (3-Chloro-4-cyclobutyl-6-hydrazinopyridazine), OC1=CC=C(C=O)C=C1 (4-hydroxybenzaldehyde). Solvent: Cl (hydrochloric acid). The product is ClC1=C(C=C(N=N1)NN=CC1=CC=C(C=C1)O)C1CCC1 (4-(6-Chloro-5-cyclobutylpyridazin-3-ylhydrazonomethyl)phenol). Isolated yield 83.2%. Reaction SMILES: [Cl:1][C:2]1[N:3]=[N:4][C:5]([NH:12][NH2:13])=[CH:6][C:7]=1[CH:8]1[CH2:11][CH2:10][CH2:9]1.[OH:14][C:15]1[CH:22]=[CH:21][C:18]([CH:19]=O)=[CH:17][CH:16]=1>Cl>[Cl:1][C:2]1[N:3]=[N:4][C:5]([NH:12][N:13]=[CH:19][C:18]2[CH:21]=[CH:22][C:15]([OH:14])=[CH:16][CH:17]=2)=[CH:6][C:7]=1[CH:8]1[CH2:9][CH2:10][CH2:11]1. Procedure: 3-Chloro-4-cyclobutyl-6-hydrazinopyridazine (0.50 g, 2.5 mmol) and 4-hydroxybenzaldehyde (0.31 g, 2.5 mmol) were stirred in 0.2M hydrochloric acid (15 ml) for 2 hours. The precipitated imine was then collected by filtration and dried to give the title compound (0.63 g, 83%). MS (ES+) 305 [MH]+, 303 [MH]+. The reactants are CO, CSc1ccc(Oc2ccc(C(=O)N3CCCN(C4CC4)CC3)nc2C#N)cc1, ClCCl, N, OO. The product is CSc1ccc(Oc2ccc(C(=O)N3CCCN(C4CC4)CC3)nc2C(N)=O)cc1. As a reaction SMILES: [CH3:33][OH:34].[CH:1]1([N:4]2[CH2:5][CH2:6][N:7]([C:11](=[O:12])[c:13]3[cH:14][cH:15][c:16]([O:21][c:22]4[cH:23][cH:24][c:25]([S:28][CH3:29])[cH:26][cH:27]4)[c:17]([C:19]#[N:20])[n:18]3)[CH2:8][CH2:9][CH2:10]2)[CH2:2][CH2:3]1.[Cl:35][CH2:36][Cl:37].[NH3:30].[OH:31][OH:32]>>[CH:1]1([N:4]2[CH2:5][CH2:6][N:7]([C:11](=[O:12])[c:13]3[cH:14][cH:15][c:16]([O:21][c:22]4[cH:23][cH:24][c:25]([S:28][CH3:29])[cH:26][cH:27]4)[c:17]([C:19]([NH2:20])=[O:31])[n:18]3)[CH2:8][CH2:9][CH2:10]2)[CH2:2][CH2:3]1. Reactants: Cl (hydrochloric acid), FC1=CC=C(C=C1)C(C(=O)O)C(C)C (rac. 2-(p-fluorophenyl)-3-methylbutyric acid), C1(=CC=CC=C1)[C@@H](C)N ([R]-(+)-1-phenylethylamine). Solvent: C(C)#N (acetonitrile), C(C)#N (acetonitrile), CCOCC (ether). The product is FC1=CC=C(C=C1)[C@H](C(=O)O)C(C)C ([R]-(-)-2-(p-fluorophenyl)-3-methylbutyric acid). As a reaction SMILES: C1([C@H](N)C)C=CC=CC=1.[F:10][C:11]1[CH:16]=[CH:15][C:14]([CH:17]([CH:21]([CH3:23])[CH3:22])[C:18]([OH:20])=[O:19])=[CH:13][CH:12]=1.Cl>C(#N)C.CCOCC>[F:10][C:11]1[CH:12]=[CH:13][C:14]([C@@H:17]([CH:21]([CH3:23])[CH3:22])[C:18]([OH:20])=[O:19])=[CH:15][CH:16]=1. Reported procedure: A solution of 63.0 g (0.52 mol) of [R]-(+)-1-phenylethylamine in 800 ml of acetonitrile was added with stirring to a solution of 204.1 g (1.04 mol) of rac. 2-(p-fluorophenyl)-3-methylbutyric acid in 1200 ml of acetonitrile. After 1 hour the crystalline precipitate was filtered off, washed with 300 ml of acetonitrile and dried overnight under reduced pressure at 50°. After repeated recrystallization from ethanol, the corresponding salt was obtained as colorless crystals, m.p. 209°-210°. The salt ...